This data is from the Open Reaction Database (ORD), a public repository of structured organic reaction records. The task is: describe an organic reaction: reactants, conditions, products, and yield Reactants: [BH4-].[Na+] (sodium borohydride), CC1N(CCC1)CCCOC1=CC=C(C=C1)C=1OC=C(N1)CC(N1CCCC1)=O (2-{4-[3-(2-methylpyrrolidin-1-yl)propoxy]phenyl}-4-(2-oxo-2-pyrrolidin-1-ylethyl)-1,3-oxazole), methanolic solution, II (iodine), [OH-].[K+] (potassium hydroxide). Run in O1CCCC1 (tetrahydrofuran), O1CCCC1 (tetrahydrofuran), O1CCCC1 (tetrahydrofuran), CO (Methanol). Reaction conditions: temperature 0 celsius. Yields the product CC1N(CCC1)CCCOC1=CC=C(C=C1)C=1OC=C(N1)CCN1CCCC1 (2-{4-[3-(2-methylpyrrolidin-1-yl)propoxy]phenyl}-4-(2-pyrrolidin-1-ylethyl)-1,3-oxazole). Yield: 15.6%. Reaction SMILES: [BH4-].[Na+].[CH3:3][CH:4]1[CH2:8][CH2:7][CH2:6][N:5]1[CH2:9][CH2:10][CH2:11][O:12][C:13]1[CH:18]=[CH:17][C:16]([C:19]2[O:20][CH:21]=[C:22]([CH2:24][C:25](=O)[N:26]3[CH2:30][CH2:29][CH2:28][CH2:27]3)[N:23]=2)=[CH:15][CH:14]=1.II.[OH-].[K+]>O1CCCC1.CO>[CH3:3][CH:4]1[CH2:8][CH2:7][CH2:6][N:5]1[CH2:9][CH2:10][CH2:11][O:12][C:13]1[CH:14]=[CH:15][C:16]([C:19]2[O:20][CH:21]=[C:22]([CH2:24][CH2:25][N:26]3[CH2:27][CH2:28][CH2:29][CH2:30]3)[N:23]=2)=[CH:17][CH:18]=1 |f:0.1,4.5|. Procedure: To a solution of sodium borohydride (0.05 g, 1.21 mmol, 2.4 eq) in tetrahydrofuran (0.5 ml) is added a solution of 2-{4-[3-(2-methylpyrrolidin-1-yl)propoxy]phenyl}-4-(2-oxo-2-pyrrolidin-1-ylethyl)-1,3-oxazole 52 (0.2 g, 0.5 mmol, 1 eq) in tetrahydrofuran (2 ml). The mixture is cooled down to 0° C. (ice bath) and a solution of iodine (0.13 g, 0.5 mmol, 1 eq) in tetrahydrofuran (1 ml) is added dropwise. When the release of gas has stopped, the mixture is heated to reflux overnight. Methanol is add... Starting materials: N1N=C(C2=CC=CC=C12)/C=C/C1=C(C=CC=C1)NC(=O)C1=C(C(=O)O)C=CC=N1 ((E)-2-{2-[2-(1H-indazol-3-yl)vinyl]phenylcarbamoyl}nicotinic acid), N1N=C(C2=CC=CC=C12)/C=C/C1=C(C=CC=C1)NC(=O)C=1C(=NC=CC1)C(=O)O ((E)-3-{2-[2-(1H-indazol-3-yl)vinyl]phenylcarbamoyl}pyridine-2-carboxylic acid), O.ON1N=NC2=C1C=CC=C2 (1-hydroxybenzotriazole monohydrate), C(CCl)Cl (EDC). Solvent: C1CCOC1 (THF), O (water). The product is N1N=C(C2=CC=CC=C12)/C=C/C1=C(C=CC=C1)N1C(C2=NC=CC=C2C1=O)=O ((E)-6-{2-[2-(1H-indazol-3-yl)vinyl]phenyl}pyrrolo[3,4-b]pyridine-5,7-dione). Isolated yield 38.0%. RXN SMILES: [NH:1]1[C:9]2[C:4](=[CH:5][CH:6]=[CH:7][CH:8]=2)[C:3](/[CH:10]=[CH:11]/[C:12]2[CH:17]=[CH:16][CH:15]=[CH:14][C:13]=2[NH:18][C:19]([C:21]2[N:29]=[CH:28][CH:27]=[CH:26][C:22]=2[C:23]([OH:25])=O)=[O:20])=[N:2]1.N1C2C(=CC=CC=2)C(/C=C/C2C=CC=CC=2NC(C2C(C(O)=O)=NC=CC=2)=O)=N1.O.ON1C2C=CC=CC=2N=N1.C(Cl)CCl>C1COCC1.O>[NH:1]1[C:9]2[C:4](=[CH:5][CH:6]=[CH:7][CH:8]=2)[C:3](/[CH:10]=[CH:11]/[C:12]2[CH:17]=[CH:16][CH:15]=[CH:14][C:13]=2[N:18]2[C:23](=[O:25])[C:22]3[C:21](=[N:29][CH:28]=[CH:27][CH:26]=3)[C:19]2=[O:20])=[N:2]1 |f:2.3|. Procedure: To a solution of (E)-2-{2-[2-(1H-indazol-3-yl)vinyl]phenylcarbamoyl}nicotinic acid or (E)-3-{2-[2-(1H-indazol-3-yl)vinyl]phenylcarbamoyl}pyridine-2-carboxylic acid (20 mg, 0.052 mmol) obtained in Step 1 in THF (1.0 mL), 1-hydroxybenzotriazole monohydrate (1.6 mg, 0.010 mmol) and EDC (15 mg, 0.078 mmol) were added, followed by heating under reflux for 30 minutes. The reaction mixture was added with water, extracted with ethyl acetate and the organic layer was concentrated under reduced pressure. ... Starting materials: C(C)(C)(C)OC(=O)N1CC=2C=C3C(=CC2C[C@H]1C(N[C@@H](CC1=CC=C(C=C1)C1=C(C(=NC=C1)C)C)C(=O)OC)=O)OC[C@H](O3)C3=CC=C(C=C3)OCC3=CC(=C(C=C3)Cl)Cl ((3R,8S)-3-[4-(3,4-Dichloro-benzyloxy)-phenyl]-8-{(S)-2-[4-(2,3-dimethyl-pyridin-4-yl)-phenyl]-1-methoxycarbonyl-ethylcarbamoyl}-2,3,8,9-tetrahydro-6H-[1,4]dioxino[2,3-g]-isoquinoline-7-carboxylic acid tert-butyl ester), Cl (HCl). Solvent: C(Cl)Cl (DCM), C(Cl)Cl (DCM). Reaction conditions: time 2.5 hour. Yields the product COC([C@H](CC1=CC=C(C=C1)C1=C(C(=NC=C1)C)C)NC(=O)[C@H]1NCC=2C=C3C(=CC2C1)OC[C@H](O3)C3=CC=C(C=C3)OCC3=CC(=C(C=C3)Cl)Cl)=O ((S)-2-({(3R,8S)-3-[4-(3,4-Dichloro-benzyloxy)-phenyl]-2,3,6,7,8,9-hexahydro-[1,4]dioxino[2,3-g]isoquinoline-8-carbonyl}-amino)-3-[4-(2,3-dimethyl-pyridin-4-yl)-phenyl]-propionic acid methyl ester). Isolated yield 75.5%. As a reaction SMILES: C(OC([N:8]1[C@H:17]([C:18](=[O:40])[NH:19][C@H:20]([C:36]([O:38][CH3:39])=[O:37])[CH2:21][C:22]2[CH:27]=[CH:26][C:25]([C:28]3[CH:33]=[CH:32][N:31]=[C:30]([CH3:34])[C:29]=3[CH3:35])=[CH:24][CH:23]=2)[CH2:16][C:15]2[CH:14]=[C:13]3[O:41][CH2:42][C@@H:43]([C:45]4[CH:50]=[CH:49][C:48]([O:51][CH2:52][C:53]5[CH:58]=[CH:57][C:56]([Cl:59])=[C:55]([Cl:60])[CH:54]=5)=[CH:47][CH:46]=4)[O:44][C:12]3=[CH:11][C:10]=2[CH2:9]1)=O)(C)(C)C.Cl>C(Cl)Cl>[CH3:39][O:38][C:36](=[O:37])[C@@H:20]([NH:19][C:18]([C@@H:17]1[CH2:16][C:15]2[CH:14]=[C:13]3[O:41][CH2:42][C@@H:43]([C:45]4[CH:50]=[CH:49][C:48]([O:51][CH2:52][C:53]5[CH:58]=[CH:57][C:56]([Cl:59])=[C:55]([Cl:60])[CH:54]=5)=[CH:47][CH:46]=4)[O:44][C:12]3=[CH:11][C:10]=2[CH2:9][NH:8]1)=[O:40])[CH2:21][C:22]1[CH:27]=[CH:26][C:25]([C:28]2[CH:33]=[CH:32][N:31]=[C:30]([CH3:34])[C:29]=2[CH3:35])=[CH:24][CH:23]=1. Procedure details: (3R,8S)-3-[4-(3,4-Dichloro-benzyloxy)-phenyl]-8-{(S)-2-[4-(2,3-dimethyl-pyridin-4-yl)-phenyl]-1-methoxycarbonyl-ethylcarbamoyl}-2,3,8,9-tetrahydro-6H-[1,4]dioxino[2,3-g]-isoquinoline-7-carboxylic acid tert-butyl ester (300 mg) was dissolved in 15 mL DCM and 7.5 mL 4N HCl (in dioxane) added. The reaction was stirred at room temperature for 2.5 hours, DCM was added and mixture was concentrated. The solid was suspended in EtOAc-THF (9:1) and washed with a 10% sodium carbonate solution. The organic ... Reactants: CN(C1=NN2C(C=C(C=C2)NC(=O)C2=C(C=NN2C)C(=O)O)=N1)C (5-(2-(dimethylamino)-[1,2,4]triazolo[1,5-a]pyridin-7-ylcarbamoyl)-1-methyl-1H-pyrazole-4-carboxylic acid), N1CCOCC1 (morpholine), CCCP(=O)=O (propylphosphonic anhydride), C(C)(C)N(CC)C(C)C (diisopropylethylamine). The solvent is O1CCCC1 (tetrahydrofurane). Conditions: temperature 70 celsius, time 18 hour. Product: CN(C1=NN2C(C=C(C=C2)NC(=O)C2=C(C=NN2C)C(=O)N2CCOCC2)=N1)C (N-(2-(dimethylamino)-[1,2,4]triazolo[1,5-a]pyridin-7-yl)-1-methyl-4-(morpholine-4-carbonyl)-1H-pyrazole-5-carboxamide). The yield is 83.8%. As a reaction SMILES: [CH3:1][N:2]([CH3:24])[C:3]1[N:23]=[C:6]2[CH:7]=[C:8]([NH:11][C:12]([C:14]3[N:18]([CH3:19])[N:17]=[CH:16][C:15]=3[C:20]([OH:22])=O)=[O:13])[CH:9]=[CH:10][N:5]2[N:4]=1.[NH:25]1[CH2:30][CH2:29][O:28][CH2:27][CH2:26]1.CCCP(=O)=O.C(N(C(C)C)CC)(C)C>O1CCCC1>[CH3:24][N:2]([CH3:1])[C:3]1[N:23]=[C:6]2[CH:7]=[C:8]([NH:11][C:12]([C:14]3[N:18]([CH3:19])[N:17]=[CH:16][C:15]=3[C:20]([N:25]3[CH2:30][CH2:29][O:28][CH2:27][CH2:26]3)=[O:22])=[O:13])[CH:9]=[CH:10][N:5]2[N:4]=1. Procedure: A mixture of 5-(2-(dimethylamino)-[1,2,4]triazolo[1,5-a]pyridin-7-ylcarbamoyl)-1-methyl-1H-pyrazole-4-carboxylic acid (150 mg, 455 μmol), morpholine (317 μl, 3.64 mmol), propylphosphonic anhydride (50% in ethyl acetate, 671 μl, 1.14 mmol) and diisopropylethylamine (239 μl, 1.37 mmol) in tetrahydrofurane (8 ml) is stirred for 18 hours at 70° C. under nitrogen atmosphere. The solvent is evaporated and the residue triturated with sat. aqueous sodium hydrogencarbonate solution. The precipitated soli... Starting materials: BrC1=CC=C(C=C1)C1=C(C(=NO1)C)C(=O)O (5-(4-bromo-phenyl)-3-methyl-isoxazole-4-carboxylic acid), C(C)OC(=O)C1(CC1)C1=CC=C(C=C1)B1OC(C(O1)(C)C)(C)C (1-[4-(4,4,5,5-tetramethyl-[1,3,2]dioxaborolan-2-yl)-phenyl]-cyclopropanecarboxylic acid ethyl ester). Reported procedure: Prepared according to the procedure described in Example 1, Step 6 using 5-(4-bromo-phenyl)-3-methyl-isoxazole-4-carboxylic acid and 1-[4-(4,4,5,5-tetramethyl-[1,3,2]dioxaborolan-2-yl)-phenyl]-cyclopropanecarboxylic acid ethyl ester. Reaction SMILES: Br[C:2]1[CH:7]=[CH:6][C:5]([C:8]2[O:12][N:11]=[C:10]([CH3:13])[C:9]=2[C:14]([OH:16])=[O:15])=[CH:4][CH:3]=1.[CH2:17]([O:19][C:20]([C:22]1([C:25]2[CH:30]=[CH:29][C:28](B3OC(C)(C)C(C)(C)O3)=[CH:27][CH:26]=2)[CH2:24][CH2:23]1)=[O:21])[CH3:18]>>[CH2:17]([O:19][C:20]([C:22]1([C:25]2[CH:30]=[CH:29][C:28]([C:2]3[CH:7]=[CH:6][C:5]([C:8]4[O:12][N:11]=[C:10]([CH3:13])[C:9]=4[C:14]([OH:16])=[O:15])=[CH:4][CH:3]=3)=[CH:27][CH:26]=2)[CH2:23][CH2:24]1)=[O:21])[CH3:18]. The product is C(C)OC(=O)C1(CC1)C1=CC=C(C=C1)C1=CC=C(C=C1)C1=C(C(=NO1)C)C(=O)O (5-[4′-(1-Ethoxycarbonyl-cyclopropyl)-biphenyl-4-yl]-3-methyl-isoxazole-4-carboxylic acid). The reactants are Cl.Cl.[C@H]1(CCCN2CCCC[C@H]12)CN1CCC(CC1)NC(=O)C=1NC2=CC=CC(=C2C1)OCC1=COC2=C1C(=CC=C2)F (4-(4-Fluoro-benzofuran-3-ylmethoxy)-1H-indole-2-carboxylic acid {1-[(1S,9aR)-1-(octahydro-quinolizin-1-yl)methyl]-piperidin-4-yl}-amide dihydrochloride), Cl.Cl.Cl.NC1CCN(CC1)CCN1CCC(CC1)O (1-[2-(4-Amino-piperidin-1-yl)-ethyl]-piperidin-4-ol tri-hydrochloride). Yields the product Cl.Cl.OC1CCN(CC1)CCN1CCC(CC1)NC(=O)C=1NC2=CC=CC(=C2C1)OCC1=COC2=C1C(=CC=C2)F (4-(4-Fluoro-benzofuran-3-ylmethoxy)-1H-indole-2-carboxylic acid {1-[2-(4-hydroxy-piperidin-1-yl)-ethyl]-piperidin-4-yl}-amide dihydrochloride). RXN SMILES: [ClH:1].Cl.[C@H]1(C[N:14]2[CH2:19][CH2:18][CH:17]([NH:20][C:21]([C:23]3[NH:24][C:25]4[C:30]([CH:31]=3)=[C:29]([O:32][CH2:33][C:34]3[C:38]5[C:39]([F:43])=[CH:40][CH:41]=[CH:42][C:37]=5[O:36][CH:35]=3)[CH:28]=[CH:27][CH:26]=4)=[O:22])[CH2:16][CH2:15]2)[C@@H]2N(CCCC2)CCC1.Cl.Cl.Cl.NC1CCN([CH2:54][CH2:55][N:56]2[CH2:61][CH2:60][CH:59]([OH:62])[CH2:58][CH2:57]2)CC1>>[ClH:1].[ClH:1].[OH:62][CH:59]1[CH2:60][CH2:61][N:56]([CH2:55][CH2:54][N:14]2[CH2:15][CH2:16][CH:17]([NH:20][C:21]([C:23]3[NH:24][C:25]4[C:30]([CH:31]=3)=[C:29]([O:32][CH2:33][C:34]3[C:38]5[C:39]([F:43])=[CH:40][CH:41]=[CH:42][C:37]=5[O:36][CH:35]=3)[CH:28]=[CH:27][CH:26]=4)=[O:22])[CH2:18][CH2:19]2)[CH2:57][CH2:58]1 |f:0.1.2,3.4.5.6,7.8.9|. Reported procedure: This compound is synthesized from 4-(4-fluoro-benzofuran-3-ylmethoxy)-1H-indole-2-carboxylic acid (104, see example 48) and amine 21 analogously to the method described in example 1. The reactants are ClC1=C(C=CC=C1)NC(NC1=C(C=C(C=C1)CC(=O)O)OC)=O (4-[N′-(2-chlorophenyl)ureido]-3-methoxyphenylacetic acid), CO[C@H]1C[C@H](NC1)COC1=CC=C(C(=O)OC)C=C1 (methyl 4-[(2S,4S)-4-methoxy-2-pyrrolidinyl]methoxybenzoate), CCN=C=NCCCN(C)C.Cl (EDC.HCl), C=1C=CC2=C(C1)N=NN2O (HOBT), ice water. Solvent: CN(C)C=O (DMF). Conditions: time 13 hour. Yields the product ClC1=C(C=CC=C1)NC(NC1=C(C=C(C=C1)CC(=O)N1[C@@H](C[C@@H](C1)OC)COC1=CC=C(C(=O)OC)C=C1)OC)=O (methyl 4-[(2S,4S)-1-[4-[N′-(2-chlorophenyl)ureido]-3-methoxyphenylacetyl]-4-methoxy-2-pyrrolidinyl]methoxybenzoate). Yield: 86.6%. Reaction SMILES: [Cl:1][C:2]1[CH:7]=[CH:6][CH:5]=[CH:4][C:3]=1[NH:8][C:9](=[O:23])[NH:10][C:11]1[CH:16]=[CH:15][C:14]([CH2:17][C:18]([OH:20])=O)=[CH:13][C:12]=1[O:21][CH3:22].[CH3:24][O:25][C@@H:26]1[CH2:30][NH:29][C@H:28]([CH2:31][O:32][C:33]2[CH:42]=[CH:41][C:36]([C:37]([O:39][CH3:40])=[O:38])=[CH:35][CH:34]=2)[CH2:27]1.CCN=C=NCCCN(C)C.Cl.C1C=CC2N(O)N=NC=2C=1>CN(C=O)C>[Cl:1][C:2]1[CH:7]=[CH:6][CH:5]=[CH:4][C:3]=1[NH:8][C:9](=[O:23])[NH:10][C:11]1[CH:16]=[CH:15][C:14]([CH2:17][C:18]([N:29]2[CH2:30][C@@H:26]([O:25][CH3:24])[CH2:27][C@H:28]2[CH2:31][O:32][C:33]2[CH:42]=[CH:41][C:36]([C:37]([O:39][CH3:40])=[O:38])=[CH:35][CH:34]=2)=[O:20])=[CH:13][C:12]=1[O:21][CH3:22] |f:2.3|. Reported procedure: A mixture of 4-[N′-(2-chlorophenyl)ureido]-3-methoxyphenylacetic acid (398 mg, 1.19 mmol), methyl 4-[(2S,4S)-4-methoxy-2-pyrrolidinyl]methoxybenzoate (317 mg, 1.19 mmol), EDC.HCl (342 mg, 1.79 mmol), HOBT (242 mg, 1.79 mmol) and Et3 N (0.83 ml, 5.95 mmol) in DMF (5 ml) was stirred at room temperature for 13 h. The mixture was poured into ice water and extracted with EtOAc. The combined extracts were washed with ice water and brine. After dried over Na2SO4, the extracts were concentrated in vacuo... The reactants are FC(C1=NC(=NC=C1)N1CC2CNCC2C1)(F)F (2-(4-Trifluoromethyl-pyrimidin-2-yl)-octahydro-pyrrolo[3,4-c]pyrrole), FC=1C=CC(=C(C(=O)O)C1)C1=NC=CC=N1 (5-Fluoro-2-pyrimidin-2-yl-benzoic acid). Yields the product FC=1C=CC(=C(C1)C(=O)N1CC2CN(CC2C1)C1=NC=CC(=N1)C(F)(F)F)C1=NC=CC=N1 (2-[(5-Fluoro-2-pyrimidin-2-ylphenyl)carbonyl]-5-[4-(trifluoromethyl)pyrimidin-2-yl]octahydropyrrolo[3,4-c]pyrrole). RXN SMILES: [F:1][C:2]([F:18])([F:17])[C:3]1[CH:8]=[CH:7][N:6]=[C:5]([N:9]2[CH2:16][CH:15]3[CH:11]([CH2:12][NH:13][CH2:14]3)[CH2:10]2)[N:4]=1.[F:19][C:20]1[CH:21]=[CH:22][C:23]([C:29]2[N:34]=[CH:33][CH:32]=[CH:31][N:30]=2)=[C:24]([CH:28]=1)[C:25](O)=[O:26]>>[F:19][C:20]1[CH:21]=[CH:22][C:23]([C:29]2[N:30]=[CH:31][CH:32]=[CH:33][N:34]=2)=[C:24]([C:25]([N:13]2[CH2:14][CH:15]3[CH:11]([CH2:10][N:9]([C:5]4[N:4]=[C:3]([C:2]([F:1])([F:17])[F:18])[CH:8]=[CH:7][N:6]=4)[CH2:16]3)[CH2:12]2)=[O:26])[CH:28]=1. Procedure: The title compound was prepared in a manner analogous to Example 15 utilizing Intermediate 33 and Intermediate 13. MS (ESI): mass calculated for C22H18F4N6O, 459.42; m/z found 459.1 [M+H]+. 1H NMR (400 MHz, CDCl3): 8.74 (d, J=4.9, 2H), 8.60-8.28 (m, 2H), 7.23-7.04 (m, 3H), 6.84-6.75 (m, 1H), 4.03-2.97 (m, 10H).